From a dataset of the Open Reaction Database (ORD), a public repository of structured organic reaction records. describe an organic reaction: reactants, conditions, products, and yield Starting materials: O=C1c2cc(Br)ccc2COc2cc3c(cc21)OCO3, [C-]#N, CN(C)C=O, ClC(Cl)Cl, N#C[Na], O. Product: O=C(O)c1ccc2c(c1)C(=O)c1cc3c(cc1OC2)OCO3. RXN SMILES: [Br:1][c:2]1[cH:3][cH:4][c:5]2[c:6]([cH:20]1)[C:7](=[O:19])[c:8]1[c:9]([cH:12][c:13]3[c:14]([cH:15]1)[O:16][CH2:17][O:18]3)[O:10][CH2:11]2.[C-:21]#[N:22].[CH3:23][N:24]([CH:25]=[O:26])[CH3:27].[CH:32]([Cl:33])([Cl:34])[Cl:35].[Na:28][C:29]#[N:30].[OH2:31]>>[c:2]1([C:25]([OH:26])=[O:31])[cH:3][cH:4][c:5]2[c:6]([cH:20]1)[C:7](=[O:19])[c:8]1[c:9]([cH:12][c:13]3[c:14]([cH:15]1)[O:16][CH2:17][O:18]3)[O:10][CH2:11]2. The reactants are CC12CCC(=O)NC1CCc1cc(Sc3nc4ccccc4s3)ccc12, CI. Yields the product CN1C(=O)CCC2(C)c3ccc(Sc4nc5ccccc5s4)cc3CCC12. RXN SMILES: [CH3:1][C:2]12[CH2:3][CH2:4][C:5](=[O:26])[NH:6][CH:7]1[CH2:8][CH2:9][c:10]1[c:11]2[cH:12][cH:13][c:14]([S:16][c:17]2[s:18][c:19]3[c:20]([n:21]2)[cH:22][cH:23][cH:24][cH:25]3)[cH:15]1.[CH3:27][I:28]>>[CH3:1][C:2]12[CH2:3][CH2:4][C:5](=[O:26])[N:6]([CH3:27])[CH:7]1[CH2:8][CH2:9][c:10]1[c:11]2[cH:12][cH:13][c:14]([S:16][c:17]2[s:18][c:19]3[c:20]([n:21]2)[cH:22][cH:23][cH:24][cH:25]3)[cH:15]1. Reactants: BrBr (Bromine), BrC1=C(C=CC=C1)C(C)=O (2′-Bromoacetophenone). Solvent: C(C)(=O)O (acetic acid). Yields the product BrCC(=O)C1=C(C=CC=C1)Br (2,2′-dibromoacetophenone). As a reaction SMILES: [Br:1]Br.[Br:3][C:4]1[CH:9]=[CH:8][CH:7]=[CH:6][C:5]=1[C:10](=[O:12])[CH3:11]>C(O)(=O)C>[Br:1][CH2:11][C:10]([C:5]1[CH:6]=[CH:7][CH:8]=[CH:9][C:4]=1[Br:3])=[O:12]. Procedure details: Bromine (40.3 g, 0.25 mol) was added dropwise to a solution of 2′-Bromoacetophenone (50.0 g, 0.25 mol) in acetic acid (50 ml) over 1.5 hours at 15–20° C. The solution was then allowed to warm to room temperature and concentrated under reduced pressure to yield a crude product that was used without further purification. Starting materials: C1(=CC=CC=C1)CCC(=O)C1=CC=CC=C1 (β-Phenylpropiophenone), [BH4-].[Na+] (sodium borohydride). The solvent is C(C)O (ethanol). Reaction conditions: time 8 hour. Product: C1(=CC=CC=C1)C(CCC1=CC=CC=C1)O (1,3-diphenylpropanol). Reaction SMILES: [C:1]1([CH2:7][CH2:8][C:9]([C:11]2[CH:16]=[CH:15][CH:14]=[CH:13][CH:12]=2)=[O:10])[CH:6]=[CH:5][CH:4]=[CH:3][CH:2]=1.[BH4-].[Na+]>C(O)C>[C:11]1([CH:9]([OH:10])[CH2:8][CH2:7][C:1]2[CH:2]=[CH:3][CH:4]=[CH:5][CH:6]=2)[CH:16]=[CH:15][CH:14]=[CH:13][CH:12]=1 |f:1.2|. Procedure: β-Phenylpropiophenone (6-1) (7.5 g, 36.0 mmol) was suspended in ethanol (100 ml) and sodium borohydride (0.68 g, 18.0 mmol) was added under N2. The resulting solution was stirred at ambient temperature overnight. The ethanol was removed in vacuo and the residual oil-solid was taken up in ethyl acetate (100 ml) and water (30 ml). The ethyl acetate layer was removed, washed with water, dried, filtered and concentrated in vacuo to give 6-2 as a colorless oil. Reactants: NCC=1C=CC(=C(C1)C1=CC(=CC=C1)CN1C[C@@H](N(CC1)C(=O)OC(C)(C)C)C)F (1,1-dimethylethyl (2S)-4-{[5′-(aminomethyl)-2′-fluoro-3-biphenylyl]methyl}-2-methyl-1-piperazinecarboxylate), CC(C)(C)OC(=O)N1CCC(CC1)C=1C=C(C(=O)O)C=CC1 (3-(1-{[(1,1-dimethylethyl)oxy]carbonyl}-4-piperidinyl)benzoic acid). The product is FC1=CC=C(C=C1C1=CC(=CC=C1)CN1C[C@@H](NCC1)C)CNC(C1=CC(=CC=C1)C1CCNCC1)=O (N-[(6-fluoro-3′-{[(3S)-3-methyl-1-piperazinyl]methyl}-3-biphenylyl)methyl]-3-(4-piperidinyl)benzamide). The yield is 18.0%. Reaction SMILES: [NH2:1][CH2:2][C:3]1[CH:4]=[CH:5][C:6]([F:30])=[C:7]([C:9]2[CH:14]=[CH:13][CH:12]=[C:11]([CH2:15][N:16]3[CH2:21][CH2:20][N:19](C(OC(C)(C)C)=O)[C@@H:18]([CH3:29])[CH2:17]3)[CH:10]=2)[CH:8]=1.CC(OC([N:38]1[CH2:43][CH2:42][CH:41]([C:44]2[CH:45]=[C:46]([CH:50]=[CH:51][CH:52]=2)[C:47]([OH:49])=O)[CH2:40][CH2:39]1)=O)(C)C>>[F:30][C:6]1[C:7]([C:9]2[CH:14]=[CH:13][CH:12]=[C:11]([CH2:15][N:16]3[CH2:21][CH2:20][NH:19][C@@H:18]([CH3:29])[CH2:17]3)[CH:10]=2)=[CH:8][C:3]([CH2:2][NH:1][C:47](=[O:49])[C:46]2[CH:50]=[CH:51][CH:52]=[C:44]([CH:41]3[CH2:40][CH2:39][NH:38][CH2:43][CH2:42]3)[CH:45]=2)=[CH:4][CH:5]=1. Procedure details: Following the standard procedure outlined in Example 57, 1,1-dimethylethyl (2S)-4-{[5′-(aminomethyl)-2′-fluoro-3-biphenylyl]methyl}-2-methyl-1-piperazinecarboxylate, 50 mg, 0.121 mmol) was reacted with the commercially available 3-(1-{[(1,1-dimethylethyl)oxy]carbonyl}-4-piperidinyl)benzoic acid (37 mg, 0.121 mmol) to give the title compound (11 mg, 18%). LC/MS: m/z, 501 (M+H), 1.27 min.